Dataset: the Open Reaction Database (ORD), a public repository of structured organic reaction records. Task: describe an organic reaction: reactants, conditions, products, and yield The reactants are solid, BrC1=C(C(=CC=2OC3=C(C21)C=CC=C3)Br)O (1,3-dibromodibenzofuran-2-ol), [K+].[Br-] (KBr). Product: C1(=CC=CC=C1)C1=C(C(=CC=2OC3=C(C21)C=CC=C3)C3=CC=CC=C3)O (1.3-Diphenyldibenzofuran-2-ol). Reaction SMILES: Br[C:2]1[C:10]2[C:9]3[CH:11]=[CH:12][CH:13]=[CH:14][C:8]=3[O:7][C:6]=2[CH:5]=[C:4](Br)[C:3]=1[OH:16].[K+].[Br-]>>[C:2]1([C:2]2[C:10]3[C:9]4[CH:11]=[CH:12][CH:13]=[CH:14][C:8]=4[O:7][C:6]=3[CH:5]=[C:4]([C:8]3[CH:14]=[CH:13][CH:12]=[CH:11][CH:9]=3)[C:3]=2[OH:16])[CH:10]=[CH:6][CH:5]=[CH:4][CH:3]=1 |f:1.2|. Procedure: The title compound was prepared as a light yellow-orange solid (0.058 g, 59%) from 1,3-dibromodibenzofuran-2-ol using a procedure similar to step 2 of Example 39, mp>46° C. (decomp.); 1H NMR (CDCl3) δ5.14 (s, 1H), 6.99-7.08 (m, 2H), 7.35-7.44 (m, 2H), 7.48-7.68 (m, 1H); IR (KBr) 3530, 3060, 1600, 1500, 1460, 1450, 1420, 1320, 1260, 1220, 1160, 1130, 1070, 890, 800, 750, and 700 cm−1; mass spectrum [EI], m/z 336 (M)+; Anal. Calcd. for C24H16O2.10H2O: C, 81.34; H, 5.12; N, 0.00, Found: C, 81.12; H...